This data is from the Open Reaction Database (ORD), a public repository of structured organic reaction records. The task is: describe an organic reaction: reactants, conditions, products, and yield The reactants are C[C@@]12C(CC[C@H]1[C@@H]1C=CC3=CC(CC[C@]3(C)[C@H]1CC2)=O)=O (androsta-4,6-dien-3,17-dione), C[Mg]Br (methyl magnesium bromide), cuprous chloride. Product: C[C@H]1[C@H]2[C@@H]3CCC([C@@]3(C)CC[C@@H]2[C@]2(CCC(C=C2C1)=O)C)=O (7α-methylandrost-4-ene-3,17-dione). RXN SMILES: [CH3:1][C@:2]12[CH2:19][CH2:18][C@H:17]3[C@@H:7]([CH:8]=[CH:9][C:10]4[C@:15]3([CH3:16])[CH2:14][CH2:13][C:12](=[O:20])[CH:11]=4)[C@@H:6]1[CH2:5][CH2:4][C:3]2=[O:21].[CH3:22][Mg]Br>>[CH3:22][C@@H:8]1[CH2:9][C:10]2[C@:15]([CH3:16])([CH2:14][CH2:13][C:12](=[O:20])[CH:11]=2)[C@@H:17]2[C@@H:7]1[C@H:6]1[C@@:2]([CH2:19][CH2:18]2)([CH3:1])[C:3](=[O:21])[CH2:4][CH2:5]1. Procedure: androsta-4,6-dien-3,17-dione 17 ketal (XXXVIII) is reacted with methyl magnesium bromide in the presence of cuprous chloride to produce 7α-methylandrost-4-ene-3,17-dione 17 ketal (XXXIX) The reactants are ClC(Cl)Cl, [Cl-], NCCN, N#Cc1cnc(N)cn1, [Na+], O. The product is Nc1cnc(C2=NCCN2)cn1. Reaction SMILES: [CH:16]([Cl:17])([Cl:18])[Cl:19].[Cl-:15].[NH2:10][CH2:11][CH2:12][NH2:13].[NH2:1][c:2]1[n:3][cH:4][c:5]([C:8]#[N:9])[n:6][cH:7]1.[Na+:14].[OH2:20]>>[NH2:1][c:2]1[n:3][cH:4][c:5]([C:8]2=[N:10][CH2:11][CH2:12][NH:9]2)[n:6][cH:7]1. Reactants: CCCCN, O=c1[nH]c2ccc(S(=O)(=O)Cl)cc2[nH]c1=O, O. Yields the product CCCCNS(=O)(=O)c1ccc2[nH]c(=O)c(=O)[nH]c2c1. RXN SMILES: [CH2:1]([CH2:2][CH2:3][CH3:4])[NH2:5].[O:7]=[c:8]1[nH:9][c:10]2[cH:11][cH:12][c:13]([S:19](=[O:20])(=[O:21])[Cl:22])[cH:14][c:15]2[nH:16][c:17]1=[O:18].[OH2:6]>>[CH2:1]([CH2:2][CH2:3][CH3:4])[NH:5][S:19]([c:13]1[cH:12][cH:11][c:10]2[nH:9][c:8](=[O:7])[c:17](=[O:18])[nH:16][c:15]2[cH:14]1)(=[O:20])=[O:21]. The reactants are amine, C(C)(C)N(C(C)C)CC (N,N-diisopropyethylamine), BrC1=CN=C(C=2N1C=CN2)Br (5,8-dibromo-imidazo[1,2-a]pyrazine), C(C)(C)(C)[SiH2]OC(C=1C=C(C=CC1N1CCOCC1)N)(C)C (3-(tert-butyl-dimethyl-silanyloxymethyl)-4-morpholin-4-yl-phenylamine). Run in C(C)(C)O (iso-propanol). Yields the product BrC1=CN=C(C=2N1C=CN2)NC2=CC(=C(C=C2)N2CCOCC2)C(O[SiH2]C(C)(C)C)(C)C ((5-Bromo-imidazo[1,2-a]pyrazin-8-yl)-[3-(tert-butyl-dimethyl-silanyloxymethyl)-4-morpholin-4-yl-phenyl]-amine). Yield: 21.5%. Reaction SMILES: [Br:1][C:2]1[N:7]2[CH:8]=[CH:9][N:10]=[C:6]2[C:5](Br)=[N:4][CH:3]=1.[C:12]([SiH2:16][O:17][C:18]([CH3:33])([CH3:32])[C:19]1[CH:20]=[C:21]([NH2:31])[CH:22]=[CH:23][C:24]=1[N:25]1[CH2:30][CH2:29][O:28][CH2:27][CH2:26]1)([CH3:15])([CH3:14])[CH3:13].C(N(CC)C(C)C)(C)C>C(O)(C)C>[Br:1][C:2]1[N:7]2[CH:8]=[CH:9][N:10]=[C:6]2[C:5]([NH:31][C:21]2[CH:22]=[CH:23][C:24]([N:25]3[CH2:26][CH2:27][O:28][CH2:29][CH2:30]3)=[C:19]([C:18]([CH3:33])([CH3:32])[O:17][SiH2:16][C:12]([CH3:15])([CH3:14])[CH3:13])[CH:20]=2)=[N:4][CH:3]=1. Procedure: In the same way as described in the general procedure for amine displacement using 5,8-dibromo-imidazo[1,2-a]pyrazine (0.534 g, 1.94 mmol), 3-(tert-butyl-dimethyl-silanyloxymethyl)-4-morpholin-4-yl-phenylamine (0.751 g, 2.33 mmol), N,N-diisopropyethylamine (0.31 mL, 1.8 mmol) and iso-propanol (10 mL). Purification by silica gel column chromatography eluting with 7:3 petroleum ether:ethyl acetate followed by trituration with diethyl ether affords the title compound (0.216 g, 17%). The reactants are Cl.Cl.FC=1C=CC2=C(N(C(=N2)[C@H](COC)N)C2=CC=CC=C2)C1F ((R)-1-(6,7-difluoro-1-phenyl-1H-benzoimidazol-2-yl)-2-methoxyethylamine dihydrochloride), ClC1=C2N=CN(C2=NC=N1)C1OCCCC1 (6-chloro-9-(tetrahydro-pyran-2-yl)-9H-purine), CCN(C(C)C)C(C)C (DIPEA). The solvent is CC(CC)O (2-butanol). Reaction conditions: temperature 90 celsius. Product: FC=1C=CC2=C(N(C(=N2)[C@H](COC)NC2=C3N=CN(C3=NC=N2)C2OCCCC2)C2=CC=CC=C2)C1F ([(R)-1-(6,7-Difluoro-1-phenyl-1H-benzoimidazol-2-yl)-2-methoxyethyl]-[9-(tetrahydro-pyran-2-yl)-9H-purin-6-yl]amine), solid. Yield: 84.0%. Reaction SMILES: Cl.Cl.[F:3][C:4]1[CH:5]=[CH:6][C:7]2[N:11]=[C:10]([C@@H:12]([NH2:16])[CH2:13][O:14][CH3:15])[N:9]([C:17]3[CH:22]=[CH:21][CH:20]=[CH:19][CH:18]=3)[C:8]=2[C:23]=1[F:24].Cl[C:26]1[N:34]=[CH:33][N:32]=[C:31]2[C:27]=1[N:28]=[CH:29][N:30]2[CH:35]1[CH2:40][CH2:39][CH2:38][CH2:37][O:36]1.CCN(C(C)C)C(C)C>CC(O)CC>[F:3][C:4]1[CH:5]=[CH:6][C:7]2[N:11]=[C:10]([C@@H:12]([NH:16][C:26]3[N:34]=[CH:33][N:32]=[C:31]4[C:27]=3[N:28]=[CH:29][N:30]4[CH:35]3[CH2:40][CH2:39][CH2:38][CH2:37][O:36]3)[CH2:13][O:14][CH3:15])[N:9]([C:17]3[CH:18]=[CH:19][CH:20]=[CH:21][CH:22]=3)[C:8]=2[C:23]=1[F:24] |f:0.1.2|. Reported procedure: To a solution of (R)-1-(6,7-difluoro-1-phenyl-1H-benzoimidazol-2-yl)-2-methoxyethylamine dihydrochloride (0.20 g, 0.68 mmol) in 2-butanol (5 mL) was added 6-chloro-9-(tetrahydro-pyran-2-yl)-9H-purine (0.195 mg, 0.81 mmol) and DIPEA (233 μL, 1.36 mmol) and the reaction mixture heated at 90° C. for 16 h. The reaction mixture was concentrated in vacuo and the resultant residue was subjected to flash chromatography (SiO2, eluting with 0-10% methanol in EtOAc) to give the title compound as an off whi... The reactants are OCc1ccc(C(F)(F)F)cc1Br, O=C([O-])[O-], ClCCl, [Na+], [Na+], [Na+], [OH-]. The product is O=Cc1ccc(C(F)(F)F)cc1Br. RXN SMILES: [Br:1][c:2]1[c:3]([CH2:4][OH:5])[cH:6][cH:7][c:8]([C:10]([F:11])([F:12])[F:13])[cH:9]1.[C:19](=[O:20])([O-:21])[O-:22].[Cl:16][CH2:17][Cl:18].[Na+:15].[Na+:23].[Na+:24].[OH-:14]>>[Br:1][c:2]1[c:3]([CH:4]=[O:5])[cH:6][cH:7][c:8]([C:10]([F:11])([F:12])[F:13])[cH:9]1. Reactants: CC(=O)O, Oc1ccc(OC(F)(F)F)cc1, O, O=[N+]([O-])O. Yields the product O=[N+]([O-])c1cc(OC(F)(F)F)ccc1O. Reaction SMILES: [CH3:13][C:14](=[O:15])[OH:16].[F:1][C:2]([O:3][c:4]1[cH:5][cH:6][c:7]([OH:10])[cH:8][cH:9]1)([F:11])[F:12].[OH2:21].[OH:17][N+:18]([O-:19])=[O:20]>>[F:1][C:2]([O:3][c:4]1[cH:5][cH:6][c:7]([OH:10])[c:8]([N+:18](=[O:17])[O-:19])[cH:9]1)([F:11])[F:12]. Reactants: BrC1=CSC2=C1SC(=C2CCCCCCCCCCCC)C(=O)O (6-Bromo-3-Dodecyl-Thieno[3,2-b]Thiophene-2-Carboxylic Acid). Solvent: N1=CC=CC2=CC=CC=C12 (quinoline). Run at temperature 200 celsius, time 30 minute. Product: BrC1=CSC2=C1SC=C2CCCCCCCCCCCC (6-bromo-3-dodecyl-thieno[3,2-b]thiophene). Yield: 80.8%. Reaction SMILES: [Br:1][C:2]1[C:6]2[S:7][C:8](C(O)=O)=[C:9]([CH2:10][CH2:11][CH2:12][CH2:13][CH2:14][CH2:15][CH2:16][CH2:17][CH2:18][CH2:19][CH2:20][CH3:21])[C:5]=2[S:4][CH:3]=1>N1C2C(=CC=CC=2)C=CC=1>[Br:1][C:2]1[C:6]2[S:7][CH:8]=[C:9]([CH2:10][CH2:11][CH2:12][CH2:13][CH2:14][CH2:15][CH2:16][CH2:17][CH2:18][CH2:19][CH2:20][CH3:21])[C:5]=2[S:4][CH:3]=1. Reported procedure: In a 1 L three-neck round-bottom flask, the compound E (about 43.5 g, about 101 mmol) was placed, and dissolved in quinoline (about 250 ml), after which the solution was heated to about 200° C. and stirred for about 30 minutes. The stirred solution was cooled, and was then extracted with ethyl acetate (about 2 L), after which the extracted organic layer was washed two times with about 5 N hydrochloric acid solution (about 500 ml), washed with about 2N hydrochloric acid (about 500 ml), and washed... Starting materials: BrC=1C=C(C=CC1)CNC1CCN(CC1)C(=O)OC(C)(C)C (tert-butyl 4-((3-bromophenyl)methyl)amino-piperidine carboxylate), C(C)(C)N(CC)C(C)C (diisopropylethylamine), O (water), COC1=CC=C(C=C1)CC(=O)Cl (4-methoxyphenylacetyl chloride). Solvent: ClCCl (dichloromethane). Conditions: time 18 hour. Product: BrC=1C=C(C=CC1)CN(C(CC1=CC=C(C=C1)OC)=O)C1CCN(CC1)C(=O)OC(C)(C)C (N-((3-bromophenyl)methyl)-N-(1-(tert-butyloxycarbonyl)piperidin-4-yl)-4-methoxyphenylacetamide). Reaction SMILES: [Br:1][C:2]1[CH:3]=[C:4]([CH2:8][NH:9][CH:10]2[CH2:15][CH2:14][N:13]([C:16]([O:18][C:19]([CH3:22])([CH3:21])[CH3:20])=[O:17])[CH2:12][CH2:11]2)[CH:5]=[CH:6][CH:7]=1.C(N(C(C)C)CC)(C)C.[CH3:32][O:33][C:34]1[CH:39]=[CH:38][C:37]([CH2:40][C:41](Cl)=[O:42])=[CH:36][CH:35]=1.O>ClCCl>[Br:1][C:2]1[CH:3]=[C:4]([CH2:8][N:9]([CH:10]2[CH2:11][CH2:12][N:13]([C:16]([O:18][C:19]([CH3:22])([CH3:21])[CH3:20])=[O:17])[CH2:14][CH2:15]2)[C:41](=[O:42])[CH2:40][C:37]2[CH:38]=[CH:39][C:34]([O:33][CH3:32])=[CH:35][CH:36]=2)[CH:5]=[CH:6][CH:7]=1. Reported procedure: To a solution of commercially available tert-butyl 4-oxo-1-piperidine carboxylate (400 mg, 2 mmol) in methanol (1 ml) and 3-bromobenzylamine hydrobromide (222 mg, 1 mmol) in methanol (1 ml) was added acetic acid in methanol (1 M, 1.34 ml) followed by NaCNBH3 in methanol (0.3 M, 4.4 ml). The resulting solution was stirred at room temperature. After 24 h, water (2 ml) was added, and the mixture was stirred for 1 h, before it was concentrated. The resulting oil was redissolved in diethyl ether (20 ... The reactants are CO, O=Cc1ccccc1, O=Cc1c(Cl)cccc1Cl, Cl, NO, [Na+], [OH-], O. Product: ON=Cc1c(Cl)cccc1Cl. Reaction SMILES: [CH3:25][OH:26].[CH:16]([c:17]1[cH:18][cH:19][cH:20][cH:21][cH:22]1)=[O:23].[Cl:1][c:2]1[c:3]([CH:4]=[O:5])[c:6]([Cl:10])[cH:7][cH:8][cH:9]1.[ClH:11].[NH2:12][OH:13].[Na+:15].[OH-:14].[OH2:24]>>[Cl:1][c:2]1[c:3]([CH:4]=[N:12][OH:13])[c:6]([Cl:10])[cH:7][cH:8][cH:9]1.